From a dataset of the Open Reaction Database (ORD), a public repository of structured organic reaction records. describe an organic reaction: reactants, conditions, products, and yield The solvent is CO (methanol). Reaction SMILES: Cl[C:2]1[CH:7]=[C:6]([C:8]2[CH:17]=[CH:16][C:15]3[C:10](=[CH:11][CH:12]=[CH:13][CH:14]=3)[C:9]=2[CH3:18])[N:5]=[C:4]([C:19]2[CH:28]=[CH:27][C:26]3[CH2:25][CH2:24][CH2:23][CH2:22][C:21]=3[N:20]=2)[N:3]=1.C(=O)([O-])[O-].[Na+].[Na+]>[Pd].CO>[CH3:18][C:9]1[C:10]2[C:15](=[CH:14][CH:13]=[CH:12][CH:11]=2)[CH:16]=[CH:17][C:8]=1[C:6]1[CH:7]=[CH:2][N:3]=[C:4]([C:19]2[CH:28]=[CH:27][C:26]3[CH2:25][CH2:24][CH2:23][CH2:22][C:21]=3[N:20]=2)[N:5]=1 |f:1.2.3|. The yield is 71.1%. Conditions: temperature 25 celsius, time 16 hour. The reagents and catalysts are [Pd] (palladium on charcoal). Product: CC1=C(C=CC2=CC=CC=C12)C1=NC(=NC=C1)C1=NC=2CCCCC2C=C1 (4-(Methylnaphth-2-yl)-2-(5,6,7,8-tetrahydroquinolin-2-yl)-pyrimidine). Procedure: 50 mg of palladium on charcoal (5%) were added to a suspension of 2.0 g (0.0052 mol) of 4-chloro-6-(methylnapth-2-yl)-2-(5,6,7,8-tetrahydroquinolin-2-yl)-pyrimidine and 0.64 g (0.006 mol) of sodium carbonate in 150 ml of absolute methanol, under argon. The mixture was stirred vigorously for 16 hours at 25° C. under a hydrogen atmosphere. The solid was filtered off, the filtrate was concentrated, and the residue was subjected to flash chromatography (silica gel/ethyl acetate). 1.3 g (71%) of a wh... Reactants: ClC1=NC(=NC(=C1)C1=C(C2=CC=CC=C2C=C1)C)C1=NC=2CCCCC2C=C1 (4-chloro-6-(methylnapth-2-yl)-2-(5,6,7,8-tetrahydroquinolin-2-yl)-pyrimidine), C([O-])([O-])=O.[Na+].[Na+] (sodium carbonate).